This data is from the Open Reaction Database (ORD), a public repository of structured organic reaction records. The task is: describe an organic reaction: reactants, conditions, products, and yield The reactants are C(C)N1C(C(NC2=CC(=CC=C12)[N+](=O)[O-])=O)=O (1-ethyl-6-nitro-2,3(1H,4H)-quinoxalinedione), CN(C=O)C (dimethylformamide). Reagents/catalysts: [Pd] (palladium/carbon). The product is NC1=CC=C2NC(C(N(C2=C1)CC)=O)=O (7-Amino-1-ethyl-2,3(1H,4H)-quinoxalinedione). The yield is 81.0%. As a reaction SMILES: [CH2:1]([N:3]1[C:12]2[C:7](=[CH:8][C:9]([N+]([O-])=O)=[CH:10][CH:11]=2)[NH:6][C:5](=[O:16])[C:4]1=[O:17])[CH3:2].C[N:19](C)C=O>[Pd]>[NH2:19][C:10]1[CH:11]=[C:12]2[C:7]([NH:6][C:5](=[O:16])[C:4](=[O:17])[N:3]2[CH2:1][CH3:2])=[CH:8][CH:9]=1. Procedure details: 8.3 g (35 mmol) of 1-ethyl-6-nitro-2,3(1H,4H)-quinoxalinedione were dissolved in 300 ml of dimethylformamide and, after addition of 2 g of palladium/carbon (10%), were hydrogenated. The mixture was then filtered and the filtrate was concentrated under reduced pressure to yield 5.9 g (81%) of the product. The reactants are CCOC(=O)C(C)=O, CC(=O)O, CCO, NNc1ccc(Cl)cc1Cl. Product: CCOC(=O)C(C)=NNc1ccc(Cl)cc1Cl. As a reaction SMILES: [C:11]([C:12](=[O:13])[CH3:14])(=[O:15])[O:16][CH2:17][CH3:18].[CH3:19][C:20](=[O:21])[OH:22].[CH3:23][CH2:24][OH:25].[Cl:1][c:2]1[c:3]([NH:9][NH2:10])[cH:4][cH:5][c:6]([Cl:8])[cH:7]1>>[Cl:1][c:2]1[c:3]([NH:9][N:10]=[C:12]([C:11](=[O:15])[O:16][CH2:17][CH3:18])[CH3:14])[cH:4][cH:5][c:6]([Cl:8])[cH:7]1. Reactants: CO (methanol), C(C)(C)(C)C=1C=C(C(=O)Cl)C=C(C1O)C(C)(C)C (3,5-di-t-butyl-4-hydroxybenzoyl chloride), OC1CC(N(C(C1)(C)C)OC)(C)C (4-hydroxy-1-methoxy-2,2,6,6-tetramethylpiperidine), N1=CC=CC=C1 (pyridine). Run in C1(=CC=CC=C1)C (toluene), C1(=CC=CC=C1)C (toluene). Conditions: time 1 hour. Product: C(C)(C)(C)C=1C=C(C(=O)OC2CC(N(C(C2)(C)C)OC)(C)C)C=C(C1O)C(C)(C)C (1-Methoxy-2,2,6,6-tetramethylpiperidin-4-yl 3,5-Di-t-butyl-4-hydroxybenzoate). Yield: 61.0%. As a reaction SMILES: [C:1]([C:5]1[CH:6]=[C:7]([CH:11]=[C:12]([C:15]([CH3:18])([CH3:17])[CH3:16])[C:13]=1[OH:14])[C:8](Cl)=[O:9])([CH3:4])([CH3:3])[CH3:2].[OH:19][CH:20]1[CH2:25][C:24]([CH3:27])([CH3:26])[N:23]([O:28][CH3:29])[C:22]([CH3:31])([CH3:30])[CH2:21]1.N1C=CC=CC=1.CO>C1(C)C=CC=CC=1>[C:1]([C:5]1[CH:6]=[C:7]([CH:11]=[C:12]([C:15]([CH3:18])([CH3:17])[CH3:16])[C:13]=1[OH:14])[C:8]([O:19][CH:20]1[CH2:25][C:24]([CH3:26])([CH3:27])[N:23]([O:28][CH3:29])[C:22]([CH3:31])([CH3:30])[CH2:21]1)=[O:9])([CH3:4])([CH3:3])[CH3:2]. Reported procedure: A solution of 7.6 g (28.3 mmol) of 3,5-di-t-butyl-4-hydroxybenzoyl chloride in toluene (35 ml) is added dropwise over 20 minutes to a solution of 5.3 g (28.3 mmol) of 4-hydroxy-1-methoxy-2,2,6,6-tetramethylpiperidine and 2.46 g (31.1 mmol) of pyridine in toluene (30 ml). The reaction temperature is kept below 60° C. during the addition and the reaction mixture is stirred for one hour at 55°-60° C. after the addition and then filtered. The filtrate is washed with 1N HCl (2×50 ml), water (100 ml),... Starting materials: F[B-](F)(F)F, O=C([O-])CC(O)(CC(=O)[O-])C(=O)[O-], N#[N+]c1ccc(Cl)cc1, [Cu+2], O=[N+]([O-])[O-], O=[N+]([O-])[O-], [Na+], [Na+], [Na+], [Na+], N#C[Na], [OH-], O. The product is N#Cc1ccc(Cl)cc1. RXN SMILES: [B-:22]([F:23])([F:24])([F:25])[F:26].[C:1]([O-:2])(=[O:3])[CH2:4][C:5]([CH2:6][C:7]([O-:8])=[O:9])([C:10]([O-:11])=[O:12])[OH:13].[Cl:27][c:28]1[cH:29][cH:30][c:31]([N+:34]#[N:35])[cH:32][cH:33]1.[Cu+2:41].[N+:37]([O-:38])([O-:39])=[O:40].[N+:42]([O-:43])([O-:44])=[O:45].[Na+:14].[Na+:15].[Na+:16].[Na+:18].[Na:19][C:20]#[N:21].[OH-:17].[OH2:36]>>[C:20](#[N:21])[c:31]1[cH:30][cH:29][c:28]([Cl:27])[cH:33][cH:32]1.